Dataset: the Open Reaction Database (ORD), a public repository of structured organic reaction records. Task: describe an organic reaction: reactants, conditions, products, and yield Starting materials: BrCC=1C(=NOC1C1=CC=C(C=C1)Br)C (4-bromomethyl-5-(4-bromo-phenyl)-3-methyl-isoxazole), C1(=CC=CC=C1)CCS (2-phenylethanethiol). Yields the product BrC1=CC=C(C=C1)C1=C(C(=NO1)C)CSCCC1=CC=CC=C1 (5-(4-Bromo-phenyl)-3-methyl-4-phenethylsulfanylmethyl-isoxazole). RXN SMILES: Br[CH2:2][C:3]1[C:4]([CH3:15])=[N:5][O:6][C:7]=1[C:8]1[CH:13]=[CH:12][C:11]([Br:14])=[CH:10][CH:9]=1.[C:16]1([CH2:22][CH2:23][SH:24])[CH:21]=[CH:20][CH:19]=[CH:18][CH:17]=1>>[Br:14][C:11]1[CH:12]=[CH:13][C:8]([C:7]2[O:6][N:5]=[C:4]([CH3:15])[C:3]=2[CH2:2][S:24][CH2:23][CH2:22][C:16]2[CH:21]=[CH:20][CH:19]=[CH:18][CH:17]=2)=[CH:9][CH:10]=1. Reported procedure: Prepared according to the procedure described in Example 51, Step 1, using 4-bromomethyl-5-(4-bromo-phenyl)-3-methyl-isoxazole and 2-phenylethanethiol.